The task is: describe an organic reaction: reactants, conditions, products, and yield. This data is from the Open Reaction Database (ORD), a public repository of structured organic reaction records. Reactants: ClC1=NC(=C2N=C(N(C2=N1)C)CCN1CC(C1)(O)C(C)C)N1CCOCC1 (1-[2-(2-chloro-9-methyl-6-morpholin-4-yl-9H-purin-8-yl)ethyl]-3-isopropyl-azetidin-3-ol), C(C)C=1NC2=C(N1)C=CC=C2 (2-ethylbenzimidazole), CC(C)C1=CC(=C(C(=C1)C(C)C)C2=C(C=CC=C2)P(C3CCCCC3)C4CCCCC4)C(C)C (Xphos), C(=O)([O-])[O-].[Cs+].[Cs+] (Cs2CO3). The reagents and catalysts are C=1C=CC(=CC1)/C=C/C(=O)/C=C/C2=CC=CC=C2.C=1C=CC(=CC1)/C=C/C(=O)/C=C/C2=CC=CC=C2.C=1C=CC(=CC1)/C=C/C(=O)/C=C/C2=CC=CC=C2.[Pd].[Pd] (Pd2(dba)3). Run in O1CCOCC1 (dioxane). Reaction conditions: temperature 120 celsius. Product: C(C)C1=NC2=C(N1C1=NC(=C3N=C(N(C3=N1)C)CCN1CC(C1)(O)C(C)C)N1CCOCC1)C=CC=C2 (1-(2-(2-(2-ethyl-1H-benzo[d]imidazol-1-yl)-9-methyl-6-morpholino-9H-purin-8-yl)ethyl)-3-isopropylazetidin-3-ol). Yield: 44.6%. Reaction SMILES: Cl[C:2]1[N:10]=[C:9]2[C:5]([N:6]=[C:7]([CH2:12][CH2:13][N:14]3[CH2:17][C:16]([CH:19]([CH3:21])[CH3:20])([OH:18])[CH2:15]3)[N:8]2[CH3:11])=[C:4]([N:22]2[CH2:27][CH2:26][O:25][CH2:24][CH2:23]2)[N:3]=1.[CH2:28]([C:30]1[NH:31][C:32]2[CH:38]=[CH:37][CH:36]=[CH:35][C:33]=2[N:34]=1)[CH3:29].CC(C1C=C(C(C)C)C(C2C=CC=CC=2P(C2CCCCC2)C2CCCCC2)=C(C(C)C)C=1)C.C([O-])([O-])=O.[Cs+].[Cs+]>O1CCOCC1.C1C=CC(/C=C/C(/C=C/C2C=CC=CC=2)=O)=CC=1.C1C=CC(/C=C/C(/C=C/C2C=CC=CC=2)=O)=CC=1.C1C=CC(/C=C/C(/C=C/C2C=CC=CC=2)=O)=CC=1.[Pd].[Pd]>[CH2:28]([C:30]1[N:31]([C:2]2[N:10]=[C:9]3[C:5]([N:6]=[C:7]([CH2:12][CH2:13][N:14]4[CH2:17][C:16]([CH:19]([CH3:21])[CH3:20])([OH:18])[CH2:15]4)[N:8]3[CH3:11])=[C:4]([N:22]3[CH2:27][CH2:26][O:25][CH2:24][CH2:23]3)[N:3]=2)[C:32]2[CH:38]=[CH:37][CH:36]=[CH:35][C:33]=2[N:34]=1)[CH3:29] |f:3.4.5,7.8.9.10.11|. Procedure: A mixture of 1-[2-(2-chloro-9-methyl-6-morpholin-4-yl-9H-purin-8-yl)ethyl]-3-isopropyl-azetidin-3-ol (33 mg, 0.08 mmol), 2-ethylbenzimidazole (14 mg, 0.09 mmol), Pd2(dba)3 (1.9 mg, 2.5 mol %), Xphos (4.0 mg, 10 mol %) and Cs2CO3 (41 mg, 0.13 mmol) in dioxane (1.0 mL) was purged with argon gas then heated at 120° C., for 18 h, in a sealed tube. The reaction mixture was loaded onto an Isolute® SCX-2 cartridge, washed with MeOH then the desired product eluted with 2 M NH3 in MeOH. The resulting res... Starting materials: CCCc1c(CNC)ccc2ccccc12, CNCc1ccc(NC(C)=O)cc1, CN1CC(=O)Nc2ncc(C=CC(=O)O)cc2C1, Cl, Nc1ccc(C=CC(=O)O)cn1. Product: CC(=O)Nc1ccc(CN(C)C(=O)C=Cc2ccc(N)nc2)cc1. As a reaction SMILES: [CH3:14][NH:15][CH2:16][c:17]1[cH:18][cH:19][c:20]2[c:21]([cH:22][cH:23][cH:24][cH:25]2)[c:26]1[CH2:27][CH2:28][CH3:29].[CH3:1][NH:2][CH2:3][c:4]1[cH:5][cH:6][c:7]([NH:10][C:11]([CH3:12])=[O:13])[cH:8][cH:9]1.[CH3:43][N:44]1[CH2:45][c:46]2[cH:47][c:48]([CH:49]=[CH:50][C:51]([OH:52])=[O:53])[cH:54][n:55][c:56]2[NH:57][C:58](=[O:59])[CH2:60]1.[ClH:42].[NH2:30][c:31]1[cH:32][cH:33][c:34]([CH:37]=[CH:38][C:39](=[O:40])[OH:41])[cH:35][n:36]1>>[CH3:1][N:2]([CH2:3][c:4]1[cH:5][cH:6][c:7]([NH:10][C:11]([CH3:12])=[O:13])[cH:8][cH:9]1)[C:39]([CH:38]=[CH:37][c:34]1[cH:33][cH:32][c:31]([NH2:30])[n:36][cH:35]1)=[O:41].